From a dataset of the Open Reaction Database (ORD), a public repository of structured organic reaction records. describe an organic reaction: reactants, conditions, products, and yield Starting materials: BrC=1C=NC(=C(C(OC)=N)C1)OC (methyl 5-bromo-2-methoxynicotinimidate), [C@@H]1([C@@H](CCCC1)N)N (trans-Cyclohexane-1,2-diamine). Solvent: CCO (EtOH). Conditions: temperature 80 celsius, time 12 hour. The product is BrC=1C=C(C(=NC1)OC)C1=N[C@H]2[C@H](N1)CCCC2 (trans-2-(5-bromo-2-methoxypyridin-3-yl)-3a,4,5,6,7,7a-hexahydro-1H-benzo[d]imidazole). Isolated yield 69.7%. Reaction SMILES: [Br:1][C:2]1[CH:3]=[N:4][C:5]([O:12][CH3:13])=[C:6]([CH:11]=1)[C:7](=[NH:10])OC.[C@@H:14]1(N)[CH2:19][CH2:18][CH2:17][CH2:16][C@H:15]1[NH2:20]>CCO>[Br:1][C:2]1[CH:11]=[C:6]([C:7]2[NH:20][C@@H:15]3[CH2:16][CH2:17][CH2:18][CH2:19][C@H:14]3[N:10]=2)[C:5]([O:12][CH3:13])=[N:4][CH:3]=1. Procedure details: To a solution of methyl 5-bromo-2-methoxynicotinimidate (6.1 g, 18.5 mmol) in EtOH (100 mL) was added trans-Cyclohexane-1,2-diamine (2.1 g, 18.5 mmol) at room temperature, the mixture was stirred at 80° C. for 12 hours. The solvent was removed and the resulting residue was washed with dichloromethane (50 mL*2), then dry to provide trans-2-(5-bromo-2-methoxypyridin-3-yl)-3a,4,5,6,7,7a-hexahydro-1H-benzo[d]imidazole (4 g, yield 70.2%). 1HNMR (400 MHz, CDCl3) δ 8.56 (d, J=2.4 Hz, 1H), 8.43 (s, J=2.... Reactants: O=C1CC(C1)C(=O)OCC1=CC=CC=C1 (benzyl 3-oxocyclobutanecarboxylate), C[Mg]Br (methyl magnesium bromide), [NH4+].[Cl-] (NH4Cl). Solvent: C1CCOC1 (THF). Run at temperature -78 celsius, time 30 minute. Yields the product OC1(CC(C1)C(=O)OCC1=CC=CC=C1)C (benzyl 3-hydroxy-3-methylcyclobutanecarboxylate). Isolated yield 46.9%. Reaction SMILES: [O:1]=[C:2]1[CH2:5][CH:4]([C:6]([O:8][CH2:9][C:10]2[CH:15]=[CH:14][CH:13]=[CH:12][CH:11]=2)=[O:7])[CH2:3]1.[CH3:16][Mg]Br.[NH4+].[Cl-]>C1COCC1>[OH:1][C:2]1([CH3:16])[CH2:5][CH:4]([C:6]([O:8][CH2:9][C:10]2[CH:11]=[CH:12][CH:13]=[CH:14][CH:15]=2)=[O:7])[CH2:3]1 |f:2.3|. Reported procedure: A −78° C. solution of benzyl 3-oxocyclobutanecarboxylate (11.05 g, 54.1 mmol) in THF (155 mL) was treated drop-wise with methyl magnesium bromide (3M in Et2O, 27.1 mL, 81 mmol) and the mixture stirred at −78° C. for 30 min. Saturated NH4Cl was added, the mixture extracted with EtOAc (2×) and the combined organic extracts were dried, evaporated and purified via silica gel chromatography (acetone/Hex) to afford benzyl 3-hydroxy-3-methylcyclobutanecarboxylate (5.589 g, 47%) as a colorless oil. 1H N... Starting materials: O=Cc1cc(Br)ccc1F, O=C([O-])[O-], C1COCCO1, COC(=O)Cc1cccc(O)c1, [K+], [K+]. Yields the product COC(=O)Cc1cccc(Oc2ccc(Br)cc2C=O)c1. As a reaction SMILES: [Br:13][c:14]1[cH:15][cH:16][c:17]([F:22])[c:18]([CH:19]=[O:20])[cH:21]1.[C:23](=[O:24])([O-:25])[O-:26].[CH2:29]1[O:30][CH2:31][CH2:32][O:33][CH2:34]1.[CH3:1][O:2][C:3]([CH2:4][c:5]1[cH:6][c:7]([OH:11])[cH:8][cH:9][cH:10]1)=[O:12].[K+:27].[K+:28]>>[CH3:1][O:2][C:3]([CH2:4][c:5]1[cH:6][c:7]([O:11][c:17]2[cH:16][cH:15][c:14]([Br:13])[cH:21][c:18]2[CH:19]=[O:20])[cH:8][cH:9][cH:10]1)=[O:12]. Starting materials: C1=CC(=C(C(=C1)OO)C(=O)O)C(=O)O (Monoperoxyphthalic acid), magnesium salt hexahydrate, FC=1C=C(C=CC1N1CCN(CC1)C(CO)=O)N1C(O[C@H](C1)CNC(C)=O)=O ((S)-N-[[3-[3-Fluoro-4-[4-(hydroxyacetyl)-1-piperazinyl]-phenyl]-2-oxo-5-oxazolidinyl]methyl]-acetamide). Solvent: CO (methanol). Conditions: temperature 25 celsius, time 2 hour. The product is FC=1C=C(C=CC1N1CCN(CC1)C(CO)=O)N1C(O[C@@H](C1)C[NH+](C(C)=O)[O-])=O ((S)-N-[[3-[3-fluoro-4-[4-(hydroxyacetyl)-1-piperazinyl]phenyl]-2-oxo-5-oxazolidinyl]-methyl]acetamide N-oxide). RXN SMILES: [F:1][C:2]1[CH:3]=[C:4]([N:18]2[CH2:22][C@H:21]([CH2:23][NH:24][C:25](=[O:27])[CH3:26])[O:20][C:19]2=[O:28])[CH:5]=[CH:6][C:7]=1[N:8]1[CH2:13][CH2:12][N:11]([C:14](=[O:17])[CH2:15][OH:16])[CH2:10][CH2:9]1.C1C=C([O:35]O)C(C(O)=O)=C(C(O)=O)C=1>CO>[F:1][C:2]1[CH:3]=[C:4]([N:18]2[CH2:22][C@@H:21]([CH2:23][NH+:24]([O-:35])[C:25](=[O:27])[CH3:26])[O:20][C:19]2=[O:28])[CH:5]=[CH:6][C:7]=1[N:8]1[CH2:13][CH2:12][N:11]([C:14](=[O:17])[CH2:15][OH:16])[CH2:10][CH2:9]1. Procedure: (S)-N-[[3-[3-Fluoro-4-[4-(hydroxyacetyl)-1-piperazinyl]-phenyl]-2-oxo-5-oxazolidinyl]methyl]-acetamide (VIII-A, R1=COCH3, R2=H, X1=F, X2=H) (11.8 g) is dissolved in 200 mL of methanol. Monoperoxyphthalic acid, magnesium salt hexahydrate (80% pure, 18.5 g) is added and the resulting suspension is stirred at 25° C. for two hours. The reaction is filtered and the filtrate is concentrated to afford a white solid. This solid is chromatographed on silica gel using 20% methanol in chloroform as eluent ...